This data is from the Open Reaction Database (ORD), a public repository of structured organic reaction records. The task is: describe an organic reaction: reactants, conditions, products, and yield The reactants are C1CCOC1, Cl, [Na+], O=C([O-])O, O=S(=O)(c1ccccc1)n1cc(-c2nc(C(F)(F)F)cs2)c2cc(C3CCC4(CC3)OCCO4)cnc21. The product is O=C1CCC(c2cnc3c(c2)c(-c2nc(C(F)(F)F)cs2)cn3S(=O)(=O)c2ccccc2)CC1. As a reaction SMILES: [CH2:44]1[O:45][CH2:46][CH2:47][CH2:48]1.[ClH:1].[Na+:43].[O-:39][C:40]([OH:41])=[O:42].[c:2]1([S:8](=[O:9])(=[O:10])[n:11]2[cH:12][c:13](-[c:30]3[s:31][cH:32][c:33]([C:35]([F:36])([F:37])[F:38])[n:34]3)[c:14]3[c:15]2[n:16][cH:17][c:18]([CH:20]2[CH2:21][CH2:22][C:23]4([O:24][CH2:27][CH2:26][O:25]4)[CH2:28][CH2:29]2)[cH:19]3)[cH:3][cH:4][cH:5][cH:6][cH:7]1>>[c:2]1([S:8](=[O:9])(=[O:10])[n:11]2[cH:12][c:13](-[c:30]3[s:31][cH:32][c:33]([C:35]([F:36])([F:37])[F:38])[n:34]3)[c:14]3[c:15]2[n:16][cH:17][c:18]([CH:20]2[CH2:21][CH2:22][C:23](=[O:24])[CH2:28][CH2:29]2)[cH:19]3)[cH:3][cH:4][cH:5][cH:6][cH:7]1. Starting materials: NC1=CC(=C(C(=N1)C=1OC=CC1)C#N)OS(=O)(=O)C(F)(F)F (trifluoromethanesulfonic acid 6-amino-3-cyano-2-furan-2-yl-pyridin-4-yl ester), M{37Cl} H+, Cl.NCC1=NC=C(C=C1Cl)C(F)(F)F (2-aminomethyl-3-chloro-5-(trifluoromethyl)pyridine hydrochloride), C1CCC2=NCCCN2CC1 (DBU). Run in COCCOC (DME). Yields the product NC1=NC(=C(C#N)C(=C1)NCC1=NC=C(C=C1Cl)C(F)(F)F)C=1OC=CC1 (6-Amino-4-[(3-chloro-5-trifluoromethyl-pyridin-2-yl-methyl)-amino]-2-furan-2-yl-nicotinonitrile). As a reaction SMILES: [NH2:1][C:2]1[N:7]=[C:6]([C:8]2[O:9][CH:10]=[CH:11][CH:12]=2)[C:5]([C:13]#[N:14])=[C:4](OS(C(F)(F)F)(=O)=O)[CH:3]=1.Cl.[NH2:24][CH2:25][C:26]1[C:31]([Cl:32])=[CH:30][C:29]([C:33]([F:36])([F:35])[F:34])=[CH:28][N:27]=1.C1CCN2C(=NCCC2)CC1>COCCOC>[NH2:1][C:2]1[CH:3]=[C:4]([NH:24][CH2:25][C:26]2[C:31]([Cl:32])=[CH:30][C:29]([C:33]([F:36])([F:35])[F:34])=[CH:28][N:27]=2)[C:5]([C:13]#[N:14])=[C:6]([C:8]2[O:9][CH:10]=[CH:11][CH:12]=2)[N:7]=1 |f:1.2|. Procedure details: From trifluoromethanesulfonic acid 6-amino-3-cyano-2-furan-2-yl-pyridin-4-yl ester, 2-aminomethyl-3-chloro-5-(trifluoromethyl)pyridine hydrochloride and DBU in DME. ES-MS m/e (%): 396 (M{37Cl}+H+, 40), 394 (M{35C}+H+, 100). The reactants are COC(CC1C2CCC1CC2)=O (Bicyclo[2.2.1]hept-7-yl-acetic acid methyl ester), [H-].[Al+3].[Li+].[H-].[H-].[H-] (lithium aluminum hydride), C(C)OCC (diethyl ether), C(C)OCC (diethyl ether). Reaction conditions: temperature 0 celsius, time 3 hour. The product is C12CCC(CC1)C2CO (bicyclo[2.2.1]hept-7-yl-methanol). Isolated yield 36.0%. RXN SMILES: COC(=O)[CH2:4][CH:5]1[CH:9]2[CH2:10][CH2:11][CH:6]1[CH2:7][CH2:8]2.[H-].[Al+3].[Li+].[H-].[H-].[H-].C([O:21]CC)C>>[CH:9]12[CH:5]([CH2:4][OH:21])[CH:6]([CH2:11][CH2:10]1)[CH2:7][CH2:8]2 |f:1.2.3.4.5.6|. Procedure: In a flask was placed bicyclo[2.2.1]hept-7-yl-acetic acid (554 mg, 3.95 mmol), diethyl ether (20 mL) and methanol (5 mL) and cooled to 0° C. in an ice bath. The mixture was then treated with a 2M solution of (trimethylsilyl)diazomethane in diethyl ether (3.95 mL, 7.9 mmol) dropwise. After the addition was complete, the mixture was warmed to 25° C. and stirred for 1 h. The mixture was concentrated in vacuo to afford bicyclo[2.2.1]hept-7-yl-acetic acid methyl ester (theoretical yield 3.95 mmol) wh... Reactants: IC1=CC=C2C(=NN(C2=C1)C1=NC(=NC=C1)N)C (4-(6-iodo-3-methyl-1H-indazol-1-yl)pyrimidin-2-amine), OC(C(=O)OCC)(C#C[Si](C)(C)C)C (ethyl 2-hydroxy-2-methyl-4-(trimethylsilyl)but-3-ynoate), CCCC[N+](CCCC)(CCCC)CCCC.[F-] (TBAF), solution, C([O-])(O)=O.[Na+] (sodium bicarbonate). Reagents/catalysts: Cl[Pd]([P](C1=CC=CC=C1)(C2=CC=CC=C2)C3=CC=CC=C3)([P](C4=CC=CC=C4)(C5=CC=CC=C5)C6=CC=CC=C6)Cl (bis(triphenylphosphine)palladium(II) chloride). The solvent is C1CCOC1 (THF), C1CCOC1 (THF). Reaction conditions: temperature 50 celsius. Yields the product NC1=NC=CC(=N1)N1N=C(C2=CC=C(C=C12)C#CC(C(=O)OCC)(C)O)C (ethyl 4-[1-(2-aminopyrimidin-4-yl)-3-methyl-1H-indazol-6-yl]-2-hydroxy-2-methylbut-3-ynoate). RXN SMILES: I[C:2]1[CH:10]=[C:9]2[C:5]([C:6]([CH3:18])=[N:7][N:8]2[C:11]2[CH:16]=[CH:15][N:14]=[C:13]([NH2:17])[N:12]=2)=[CH:4][CH:3]=1.[OH:19][C:20]([CH3:32])([C:26]#[C:27][Si](C)(C)C)[C:21]([O:23][CH2:24][CH3:25])=[O:22].CCCC[N+](CCCC)(CCCC)CCCC.[F-].C(=O)(O)[O-].[Na+]>C1COCC1.Cl[Pd](Cl)([P](C1C=CC=CC=1)(C1C=CC=CC=1)C1C=CC=CC=1)[P](C1C=CC=CC=1)(C1C=CC=CC=1)C1C=CC=CC=1>[NH2:17][C:13]1[N:12]=[C:11]([N:8]2[C:9]3[C:5](=[CH:4][CH:3]=[C:2]([C:27]#[C:26][C:20]([OH:19])([CH3:32])[C:21]([O:23][CH2:24][CH3:25])=[O:22])[CH:10]=3)[C:6]([CH3:18])=[N:7]2)[CH:16]=[CH:15][N:14]=1 |f:2.3,4.5,^1:63,82|. Procedure: To a solution of 4-(6-iodo-3-methyl-1H-indazol-1-yl)pyrimidin-2-amine (170 mg, 0.38 mmol) in dry THF (3 mL) was introduced bis(triphenylphosphine)palladium(II) chloride (27 mg, 0.04 mmol), ethyl 2-hydroxy-2-methyl-4-(trimethylsilyl)but-3-ynoate (164 mg, 0.76 mmol) and TBAF (0.46 mL of a 1M solution in THF, 0.46 mmol). The solution was warmed to 50° C. for 1.5 hr. After cooling, sodium bicarbonate (4 mL of saturated aqueous NaHCO3) was introduced and the solution extracted with EtOAc (3×10 mL ext... Reaction SMILES: [CH3:1][c:2]1[n:3][cH:4][s:5][c:6]1[C:7](=[O:8])[OH:9].[CH3:20][N:21]([CH3:22])[CH2:23][CH2:24][CH2:25][N:26]=[C:27]=[N:28][CH2:29][CH3:30].[CH3:48][N:49]([CH3:50])[CH:51]=[O:52].[CH:31]([N:32]([CH2:33][CH3:34])[CH:35]([CH3:36])[CH3:37])([CH3:38])[CH3:39].[Cl:53][CH2:54][Cl:55].[NH2:40][CH2:41][c:42]1[cH:43][cH:44][cH:45][cH:46][cH:47]1.[OH:10][n:11]1[c:12]2[cH:13][cH:14][cH:15][cH:16][c:17]2[n:18][n:19]1>>[CH3:1][c:2]1[n:3][cH:4][s:5][c:6]1[C:7](=[O:9])[NH:40][CH2:41][c:42]1[cH:43][cH:44][cH:45][cH:46][cH:47]1. Yields the product Cc1ncsc1C(=O)NCc1ccccc1. Reactants: Cc1ncsc1C(=O)O, CCN=C=NCCCN(C)C, CN(C)C=O, CCN(C(C)C)C(C)C, ClCCl, NCc1ccccc1, On1nnc2ccccc21. Reactants: ClC1=C(C(=C(C=C1OC)OC)Cl)N=C=O (2,6-dichloro-3,5-dimethoxyphenylisocyanate), CN(C)CC=1C=C(C=CC1)NC1=NC=NC(=C1)NC (N-(3-dimethylaminomethyl-phenyl)-N′-methyl-pyrimidine-4,6-diamine), C([O-])(O)=O.[Na+] (sodium bicarbonate). Run in C(Cl)Cl (DCM), C1(=CC=CC=C1)C (toluene). Reaction conditions: temperature 70 celsius, time 18 hour. Product: ClC1=C(C(=C(C=C1OC)OC)Cl)NC(N(C)C1=NC=NC(=C1)NC1=CC(=CC=C1)CN(C)C)=O (3-(2,6-Dichloro-3,5-dimethoxy-phenyl)-1-[6-(3-dimethylaminomethyl-phenylamino)-pyrimidin-4-yl]-1-methyl-urea). Reaction SMILES: [Cl:1][C:2]1[C:7]([O:8][CH3:9])=[CH:6][C:5]([O:10][CH3:11])=[C:4]([Cl:12])[C:3]=1[N:13]=[C:14]=[O:15].[CH3:16][N:17]([CH2:19][C:20]1[CH:21]=[C:22]([NH:26][C:27]2[CH:32]=[C:31]([NH:33][CH3:34])[N:30]=[CH:29][N:28]=2)[CH:23]=[CH:24][CH:25]=1)[CH3:18].C(=O)(O)[O-].[Na+]>C1(C)C=CC=CC=1.C(Cl)Cl>[Cl:1][C:2]1[C:7]([O:8][CH3:9])=[CH:6][C:5]([O:10][CH3:11])=[C:4]([Cl:12])[C:3]=1[NH:13][C:14](=[O:15])[N:33]([C:31]1[CH:32]=[C:27]([NH:26][C:22]2[CH:23]=[CH:24][CH:25]=[C:20]([CH2:19][N:17]([CH3:16])[CH3:18])[CH:21]=2)[N:28]=[CH:29][N:30]=1)[CH3:34] |f:2.3|. Procedure: 2,6-dichloro-3,5-dimethoxyphenylisocyanate (1.25 eq.) is added to a solution of N-(3-dimethylaminomethyl-phenyl)-N′-methyl-pyrimidine-4,6-diamine (93 mg, 0.36 mmol, 1 eq.) in toluene (3 ml), at 70° C. and under an argon atmosphere. The resulting mixture is stirred at 70° C. for 18 h, allowed to cool to RT, and diluted with DCM and a saturated aqueous solution of sodium bicarbonate. The aqueous layer is separated and extracted with DCM. The organic phase is washed with brine, dried (sodium sulfat...